Dataset: the Open Reaction Database (ORD), a public repository of structured organic reaction records. Task: describe an organic reaction: reactants, conditions, products, and yield Reactants: O=C1CCC(=O)N1Br, O=C(OOC(=O)c1ccccc1)c1ccccc1, CCOC(=O)c1ncc(C)o1, ClC(Cl)(Cl)Cl. The product is CCOC(=O)c1ncc(CBr)o1. RXN SMILES: [Br:12][N:13]1[C:14](=[O:15])[CH2:16][CH2:17][C:18]1=[O:19].[C:20]([O:21][O:22][C:23](=[O:24])[c:25]1[cH:26][cH:27][cH:28][cH:29][cH:30]1)(=[O:31])[c:32]1[cH:33][cH:34][cH:35][cH:36][cH:37]1.[CH3:1][c:2]1[cH:3][n:4][c:5]([C:7](=[O:8])[O:9][CH2:10][CH3:11])[o:6]1.[Cl:38][C:39]([Cl:40])([Cl:41])[Cl:42]>>[CH2:1]([c:2]1[cH:3][n:4][c:5]([C:7](=[O:8])[O:9][CH2:10][CH3:11])[o:6]1)[Br:12]. The reactants are N([C@@H](CC(N)=O)C(=O)NCC(=O)OCC1=CC=CC=C1)C(=O)OC(C)(C)C (BocAsnGlyOBzl). Reagents/catalysts: [Pd] (Pd-C). Solvent: CO (MeOH). Yields the product N([C@@H](CC(N)=O)C(=O)NCC(=O)O)C(=O)OC(C)(C)C (BocAsnGlyOH). RXN SMILES: [NH:1]([C:21]([O:23][C:24]([CH3:27])([CH3:26])[CH3:25])=[O:22])[C@H:2]([C:7]([NH:9][CH2:10][C:11]([O:13]CC1C=CC=CC=1)=[O:12])=[O:8])[CH2:3][C:4](=[O:6])[NH2:5]>CO.[Pd]>[NH:1]([C:21]([O:23][C:24]([CH3:27])([CH3:26])[CH3:25])=[O:22])[C@H:2]([C:7]([NH:9][CH2:10][C:11]([OH:13])=[O:12])=[O:8])[CH2:3][C:4](=[O:6])[NH2:5]. Procedure: The 64 g BocAsnGlyOBzl from above is dissolved in 500 ml MeOH and hydrogenated for 20 hours with 5 g 10% Pd-C as catalyst. The catalyst is removed by filtration and the solvent removed to give BocAsnGlyOH. This is dissolved in 200 ml DMF cooled to -20° C. and then activated with 20 g HoSu and 35 g DCC for 2 hours. 59 g BocGlyValOBzl is deBoced in HCl-EtAc, the HCl-EtAc removed by evaporation and the resulting oil taken up in 100 ml DMF and neutralized with 24 ml TEA. This is then added to the pr... Reactants: C(C1=CC=CC=C1)OC([C@@H](CC(=O)N1CCOCC1)NC(=O)OC(C)(C)C)=O ((2R)-(t-butyloxycarbonylamino)-4-morpholin-4-yl-4-oxobutyric acid benzyl ester), Cl (hydrogen chloride). Run in C(C)(=O)OCC (ethyl acetate). Run at time 3 hour. The product is Cl.C(C1=CC=CC=C1)OC([C@@H](CC(=O)N1CCOCC1)N)=O ((2R)-amino-4-morpholin-4-yl-4-oxobutyric acid benzyl ester hydrochloride). The yield is 93.0%. Reaction SMILES: [CH2:1]([O:8][C:9](=[O:28])[C@H:10]([NH:20]C(OC(C)(C)C)=O)[CH2:11][C:12]([N:14]1[CH2:19][CH2:18][O:17][CH2:16][CH2:15]1)=[O:13])[C:2]1[CH:7]=[CH:6][CH:5]=[CH:4][CH:3]=1.[ClH:29]>C(OCC)(=O)C>[ClH:29].[CH2:1]([O:8][C:9](=[O:28])[C@H:10]([NH2:20])[CH2:11][C:12]([N:14]1[CH2:15][CH2:16][O:17][CH2:18][CH2:19]1)=[O:13])[C:2]1[CH:3]=[CH:4][CH:5]=[CH:6][CH:7]=1 |f:3.4|. Reported procedure: A solution of the title A compound, (2R)-(t-butyloxycarbonylamino)-4-morpholin-4-yl-4-oxobutyric acid benzyl ester (2.91 g, 7.42 mmol) in 50 mL of ethyl acetate is saturated with hydrogen chloride gas for 15 min. The reaction is sealed and stirred for 3 h at RT. The solvent is evaporated to afford 2.27 g (93%) of (2R)-amino-4-morpholin-4-yl-4-oxobutyric acid benzyl ester hydrochloride as a white solid.